Dataset: the Open Reaction Database (ORD), a public repository of structured organic reaction records. Task: describe an organic reaction: reactants, conditions, products, and yield The reactants are resultant suspension, [Cl-].C[NH3+] (methylammonium chloride), C(#N)NC(=N)N (cyanoguanidine), solution, C[O-].[Na+] (sodium methylate), C(CC(=O)OCC)(=O)OCC (diethyl malonate). The solvent is O (water), CO (methanol), CO (methanol). Conditions: temperature 175 celsius, time 2 hour. Product: CNC1=NC(=CC(=N1)O)O (2-methylamino-4,6-dihydroxypyrimidine). The yield is 50.0%. RXN SMILES: [Cl-].C[NH3+].[C:4]([NH:6][C:7]([NH2:9])=[NH:8])#N.C[O-].[Na+].[C:13](OCC)(=[O:20])[CH2:14][C:15](OCC)=[O:16]>CO.O>[CH3:4][NH:6][C:7]1[N:9]=[C:15]([OH:16])[CH:14]=[C:13]([OH:20])[N:8]=1 |f:0.1,3.4|. Procedure: 67.5 g (1 mole) of methylammonium chloride and 42 g (0.5 mole) of cyanoguanidine are heated to 175° C. to give a clear colourless melt. After onset of reaction, the heat of reaction causes the temperature of the reaction mixture to rise to 206° C. The batch is then stirred for 31/2 hours at 175° C., cooled to 80° C., diluted with 320 ml of methanol and then 172.3 g (0.97 mole) of a 30% solution of sodium methylate in methanol are added over 5 minutes. The resultant suspension is refluxed for 30 ... The solvent is C(C)(C)N(CC)C(C)C (diisopropylethylamine). Isolated yield 402.9%. The product is [N+](=O)([O-])C1=CC=CC=C1 (nitrobenzene). Procedure: 0.46 mL (5.0 mmole) of aniline was added to a 10 mL diisopropylethylamine solution of 437 mg (1.0 mmole) of fluoronitrobenzene compound (1B-8) and the mixture was stirred for 16 hours at 120° C. The solvent was removed under reduced pressure, 1N hydrochloride was added, and the mixture was extracted with ethyl acetate. The organic layer was washed with saturated brine and dried with anhydrous magnesium sulfate. The solvent was removed under reduced pressure, yielding 496 mg (97 percent) of nitro... Reaction conditions: temperature 120 celsius, time 16 hour. The reactants are NC1=CC=CC=C1 (aniline), FC1=C(C=CC=C1)[N+](=O)[O-] (fluoronitrobenzene). RXN SMILES: NC1C=CC=CC=1.F[C:9]1[CH:14]=[CH:13][CH:12]=[CH:11][C:10]=1[N+:15]([O-:17])=[O:16]>C(N(C(C)C)CC)(C)C>[N+:15]([C:10]1[CH:11]=[CH:12][CH:13]=[CH:14][CH:9]=1)([O-:17])=[O:16].